This data is from the Open Reaction Database (ORD), a public repository of structured organic reaction records. The task is: describe an organic reaction: reactants, conditions, products, and yield The reactants are O=C1CSCc2ccccc21, C[O-], Cl, CCOC(=O)C(F)(F)F, [Na+], C1CCOC1. Yields the product O=C1c2ccccc2CSC1C(=O)C(F)(F)F. Reaction SMILES: [CH2:13]1[S:14][CH2:15][C:16](=[O:23])[c:17]2[cH:18][cH:19][cH:20][cH:21][c:22]21.[CH3:10][O-:11].[ClH:24].[F:1][C:2]([C:3]([O:5][CH2:4][CH3:6])=[O:7])([F:8])[F:9].[Na+:12].[O:25]1[CH2:26][CH2:27][CH2:28][CH2:29]1>>[F:1][C:2]([C:3](=[O:5])[CH:15]1[S:14][CH2:13][c:22]2[c:17]([cH:18][cH:19][cH:20][cH:21]2)[C:16]1=[O:23])([F:8])[F:9]. RXN SMILES: [CH3:12][O:13][C:14](=[O:15])[c:16]1[s:17][c:18](-[c:31]2[cH:32][c:33]([NH:37][CH2:38][CH:39]3[CH2:40][CH2:41][CH2:42][CH2:43][CH2:44]3)[cH:34][cH:35][cH:36]2)[c:19]([Br:30])[c:20]1[O:21][CH2:22][C:23](=[O:24])[O:25][C:26]([CH3:27])([CH3:28])[CH3:29].[Cl:5][C:6](=[O:7])[O:8][CH2:9][CH2:10][CH3:11].[NH2:1][C:2](=[O:3])[O-:4]>>[C:6](=[O:7])([O:8][CH2:9][CH2:10][CH3:11])[N:37]([c:33]1[cH:32][c:31](-[c:18]2[s:17][c:16]([C:14]([O:13][CH3:12])=[O:15])[c:20]([O:21][CH2:22][C:23](=[O:24])[O:25][C:26]([CH3:27])([CH3:28])[CH3:29])[c:19]2[Br:30])[cH:36][cH:35][cH:34]1)[CH2:38][CH:39]1[CH2:40][CH2:41][CH2:42][CH2:43][CH2:44]1. Reactants: COC(=O)c1sc(-c2cccc(NCC3CCCCC3)c2)c(Br)c1OCC(=O)OC(C)(C)C, CCCOC(=O)Cl, NC(=O)[O-]. The product is CCCOC(=O)N(CC1CCCCC1)c1cccc(-c2sc(C(=O)OC)c(OCC(=O)OC(C)(C)C)c2Br)c1. Reactants: COC1=NN(C=C1CCC(=O)OCC)CC1=CC=C(C=C1)OCC=1N=C(OC1C)C1=CC=CC=C1 (ethyl 3-[3-methoxy-1-[4-(5-methyl-2-phenyl-4-oxazolylmethoxy)benzyl]-1H-pyrazole-4-yl]propionate), [OH-].[Na+] (sodium hydroxide), O1CCCC1 (tetrahydrofuran), C(C)O (ethanol). Run in Cl (hydrochloric acid). Run at time 2 hour. Product: COC1=NN(C=C1CCC(=O)O)CC1=CC=C(C=C1)OCC=1N=C(OC1C)C1=CC=CC=C1 (3-[3-methoxy-1-[4-(5-methyl-2-phenyl-4-oxazolylmethoxy)benzyl]-1H-pyrazol-4-yl]propionic acid). Isolated yield 89.0%. As a reaction SMILES: [CH3:1][O:2][C:3]1[C:7]([CH2:8][CH2:9][C:10]([O:12]CC)=[O:11])=[CH:6][N:5]([CH2:15][C:16]2[CH:21]=[CH:20][C:19]([O:22][CH2:23][C:24]3[N:25]=[C:26]([C:30]4[CH:35]=[CH:34][CH:33]=[CH:32][CH:31]=4)[O:27][C:28]=3[CH3:29])=[CH:18][CH:17]=2)[N:4]=1.[OH-].[Na+].O1CCCC1.C(O)C>Cl>[CH3:1][O:2][C:3]1[C:7]([CH2:8][CH2:9][C:10]([OH:12])=[O:11])=[CH:6][N:5]([CH2:15][C:16]2[CH:17]=[CH:18][C:19]([O:22][CH2:23][C:24]3[N:25]=[C:26]([C:30]4[CH:35]=[CH:34][CH:33]=[CH:32][CH:31]=4)[O:27][C:28]=3[CH3:29])=[CH:20][CH:21]=2)[N:4]=1 |f:1.2|. Procedure: A mixture of ethyl 3-[3-methoxy-1-[4-(5-methyl-2-phenyl-4-oxazolylmethoxy)benzyl]-1H-pyrazole-4-yl]propionate (380 mg), 1 N aqueous sodium hydroxide solution (2 ml), tetrahydrofuran (4 ml), and ethanol (4 ml) was stirred at room temperature for 2 hours, diluted with 1 N hydrochloric acid (2 ml), and extracted with ethyl acetate. The ethyl acetate layer was washed with saturated aqueous sodium chloride solution, dried (MgSO4), and concentrated. The obtained colorless crystals were collected by fi... The reactants are CCc1cccc(CC)c1C=NC(C(C)C)C(C)C, C1CCOC1, Cl, [Na+], [OH-]. Yields the product CCc1cccc(CC)c1C=O. Reaction SMILES: [CH2:1]([CH3:2])[c:3]1[c:4]([CH:11]=[N:12][CH:13]([CH:14]([CH3:15])[CH3:16])[CH:17]([CH3:18])[CH3:19])[c:5]([CH2:9][CH3:10])[cH:6][cH:7][cH:8]1.[CH2:22]1[O:23][CH2:24][CH2:25][CH2:26]1.[ClH:27].[Na+:21].[OH-:20]>>[CH2:1]([CH3:2])[c:3]1[c:4]([CH:11]=[O:20])[c:5]([CH2:9][CH3:10])[cH:6][cH:7][cH:8]1. Reactants: C(C1=CC=CC=C1)[C@@H]1NC(OC1)=O ((4S)-4-benzyl-2-oxazolidinone), [Cl-].[NH4+] (ammonium chloride), C(C)(=O)Cl (acetyl chloride), C(CCC)[Li] (n-butyllithium). Run in C1CCOC1 (THF). Conditions: time 10 minute. Product: C(C)(=O)N1C(OC[C@@H]1CC1=CC=CC=C1)=O ((4S)-3-Acetyl-4-(benzyl)-2-oxazolidinone). Yield: 83.3%. As a reaction SMILES: [CH2:1]([C@H:8]1[CH2:12][O:11][C:10](=[O:13])[NH:9]1)[C:2]1[CH:7]=[CH:6][CH:5]=[CH:4][CH:3]=1.C([Li])CCC.[C:19](Cl)(=[O:21])[CH3:20].[Cl-].[NH4+]>C1COCC1>[C:19]([N:9]1[C@@H:8]([CH2:1][C:2]2[CH:3]=[CH:4][CH:5]=[CH:6][CH:7]=2)[CH2:12][O:11][C:10]1=[O:13])(=[O:21])[CH3:20] |f:3.4|. Procedure details: 10 g (56.4 mmol) of (4S)-4-benzyl-2-oxazolidinone is dissolved under argon atmosphere in 100 ml of abs. THF and is mixed dropwise at -78° C. with 37 ml (59.3 mmol, 1.6M in hexane, 1.05 eq) of n-butyllithium. After 10 min., 4.1 ml (4.5 g, 57.5 mmol, 1.02 eq) of acetyl chloride is instilled. The solution is stirred for 15 more min. under cooling and then 3 hours at room temperature. For working up it is mixed with 50 ml of saturated ammonium chloride solution, the organic solvents are distilled of... The reactants are O=C(Cl)C1CC1, CC(Nc1cncc(-c2ccc(N)cc2)n1)c1ccccc1. Product: CC(Nc1cncc(-c2ccc(NC(=O)C3CC3)cc2)n1)c1ccccc1. RXN SMILES: [CH:23]1([C:26](=[O:27])[Cl:28])[CH2:24][CH2:25]1.[NH2:1][c:2]1[cH:3][cH:4][c:5](-[c:8]2[cH:9][n:10][cH:11][c:12]([NH:14][CH:15]([CH3:16])[c:17]3[cH:18][cH:19][cH:20][cH:21][cH:22]3)[n:13]2)[cH:6][cH:7]1>>[NH:1]([c:2]1[cH:3][cH:4][c:5](-[c:8]2[cH:9][n:10][cH:11][c:12]([NH:14][CH:15]([CH3:16])[c:17]3[cH:18][cH:19][cH:20][cH:21][cH:22]3)[n:13]2)[cH:6][cH:7]1)[C:26]([CH:23]1[CH2:24][CH2:25]1)=[O:27]. Reactants: CCc1ccc(Nc2ccc(C)c(C(F)(F)F)c2F)c(CC(=O)N(C)C)c1, CCO, [Na+], [OH-]. The product is CCc1ccc(Nc2ccc(C)c(C(F)(F)F)c2F)c(CC(=O)O)c1. RXN SMILES: [CH3:1][N:2]([C:3]([CH2:4][c:5]1[c:6]([NH:13][c:14]2[c:15]([F:25])[c:16]([C:21]([F:22])([F:23])[F:24])[c:17]([CH3:20])[cH:18][cH:19]2)[cH:7][cH:8][c:9]([CH2:11][CH3:12])[cH:10]1)=[O:26])[CH3:27].[CH3:28][CH2:29][OH:30].[Na+:32].[OH-:31]>>[C:3]([CH2:4][c:5]1[c:6]([NH:13][c:14]2[c:15]([F:25])[c:16]([C:21]([F:22])([F:23])[F:24])[c:17]([CH3:20])[cH:18][cH:19]2)[cH:7][cH:8][c:9]([CH2:11][CH3:12])[cH:10]1)([OH:26])=[O:30]. Reactants: C(C(=O)C)(=O)O (pyruvic acid), Cl (HCl), C(=O)C1=CC=C(S1)C=1SC(=CC1)C=1SC=CC1 (5-formyl-2,2':5',2"-terthiophene), [OH-].[Na+] (NaOH). Run in C(C)O (ethanol), O (water). Run at time 10 minute. The product is C(=O)(O)C(C=CC1=CC=C(S1)C=1SC(=CC1)C=1SC=CC1)=O (5-(3-carboxy-3-oxo-1-propenyl)-2,2':5',2"-terthiophene). RXN SMILES: [CH:1]([C:3]1[S:7][C:6]([C:8]2[S:9][C:10]([C:13]3[S:14][CH:15]=[CH:16][CH:17]=3)=[CH:11][CH:12]=2)=[CH:5][CH:4]=1)=O.[C:18]([OH:23])(=[O:22])[C:19]([CH3:21])=[O:20].[OH-].[Na+].Cl>C(O)C.O>[C:18]([C:19](=[O:20])[CH:21]=[CH:1][C:3]1[S:7][C:6]([C:8]2[S:9][C:10]([C:13]3[S:14][CH:15]=[CH:16][CH:17]=3)=[CH:11][CH:12]=2)=[CH:5][CH:4]=1)([OH:23])=[O:22] |f:2.3|. Procedure: 0.5 g of 5-formyl-2,2':5',2"-terthiophene was dissolved in 40 ml of ethanol, followed by dropping in 3 ml of water containing 0.3 g of pyruvic acid salt and stirring for 10 minutes. 1 ml of 50% NaOH solution was dropped into the solution and stirred overnight. The reaction solution was acidified by diluted HCl and extracted with 100 ml of ethyl acetate. The extract was treated in situ and separated by column chromatography. Unreactive materials were eluted by ethyl acetate/n-hexane (1/9). The bl... Starting materials: CO, CCCC(Oc1ccc(-n2cc3ccccc3n2)c(C)c1)c1ccc(C(=O)NCCC(=O)OC)cc1. Product: CCCC(Oc1ccc(-n2cc3ccccc3n2)c(C)c1)c1ccc(C(=O)NCCC(=O)O)cc1. Reaction SMILES: [CH3:37][OH:38].[n:1]1[n:2](-[c:10]2[c:11]([CH3:36])[cH:12][c:13]([O:14][CH:15]([CH2:16][CH2:17][CH3:18])[c:19]3[cH:20][cH:21][c:22]([C:23](=[O:24])[NH:25][CH2:26][CH2:27][C:28](=[O:29])[O:30][CH3:31])[cH:32][cH:33]3)[cH:34][cH:35]2)[cH:3][c:4]2[cH:5][cH:6][cH:7][cH:8][c:9]12>>[n:1]1[n:2](-[c:10]2[c:11]([CH3:36])[cH:12][c:13]([O:14][CH:15]([CH2:16][CH2:17][CH3:18])[c:19]3[cH:20][cH:21][c:22]([C:23](=[O:24])[NH:25][CH2:26][CH2:27][C:28](=[O:29])[OH:30])[cH:32][cH:33]3)[cH:34][cH:35]2)[cH:3][c:4]2[cH:5][cH:6][cH:7][cH:8][c:9]12.